This data is from the Open Reaction Database (ORD), a public repository of structured organic reaction records. The task is: describe an organic reaction: reactants, conditions, products, and yield Starting materials: CCOC(=O)C(C#N)c1cn(C(=O)OCC)c2ccc(OC)cc12, CC(=O)OC(C)=O, CCOC(C)=O. As a reaction SMILES: [C:1](#[N:2])[CH:3]([C:4](=[O:5])[O:6][CH2:7][CH3:8])[c:9]1[cH:10][n:11]([C:20](=[O:21])[O:22][CH2:23][CH3:24])[c:12]2[cH:13][cH:14][c:15]([O:18][CH3:19])[cH:16][c:17]12.[CH3:25][C:26](=[O:27])[O:28][C:29](=[O:30])[CH3:31].[CH3:32][CH2:33][O:34][C:35](=[O:36])[CH3:37]>>[CH2:1]([NH:2][C:26]([CH3:25])=[O:27])[CH:3]([C:4](=[O:5])[O:6][CH2:7][CH3:8])[c:9]1[cH:10][n:11]([C:20](=[O:21])[O:22][CH2:23][CH3:24])[c:12]2[cH:13][cH:14][c:15]([O:18][CH3:19])[cH:16][c:17]12. Yields the product CCOC(=O)C(CNC(C)=O)c1cn(C(=O)OCC)c2ccc(OC)cc12.